Dataset: the Open Reaction Database (ORD), a public repository of structured organic reaction records. Task: describe an organic reaction: reactants, conditions, products, and yield The reactants are C(C)(=O)O[C@@H]1[C@H](OC([C@@H]1OC(C)=O)OC(C)=O)C=1N=NN(N1)CC ((2R,3R,4R)-4,5-bis(acetyloxy)-2-(2-ethyl-2H-tetrazol-5-yl)tetrahydro-3-furanyl acetate), A-9967265, C[Si](C)(C)OS(=O)(=O)C(F)(F)F (trimethylsilyltriflate), C1(=CC=CC=C1)C(CNC1=C2N=CNC2=NC(=N1)C(=O)OC)C1=CC=CC=C1 (methyl 6-[(2,2-diphenylethyl)amino]-9H-purine-2-carboxylate), N,O-bis(trimethylsilylacetamide). Solvent: C1(=CC=CC=C1)C (toluene), C(C)(=O)OCC (ethyl acetate), ClC(C)(Cl)Cl (1,1,1-trichloroethane). Run at time 8 hour. The product is C(C)(=O)O[C@H]1[C@@H](O[C@@H]([C@H]1OC(C)=O)C=1N=NN(N1)CC)N1C2=NC(=NC(=C2N=C1)NCC(C1=CC=CC=C1)C1=CC=CC=C1)C(=O)OC (Methyl 9-[(2R,3R,4R,5R)-3,4-bis(acetyloxy)-5-(2-ethyl-2H-tetraazol-5-yl)tetrahydro-2-furanyl]-6-[(2,2-diphenylethyl)amino]-9H-purine-2-carboxylate). Yield: 62.7%. As a reaction SMILES: [C:1]1([CH:7]([C:23]2[CH:28]=[CH:27][CH:26]=[CH:25][CH:24]=2)[CH2:8][NH:9][C:10]2[N:18]=[C:17]([C:19]([O:21][CH3:22])=[O:20])[N:16]=[C:15]3[C:11]=2[N:12]=[CH:13][NH:14]3)[CH:6]=[CH:5][CH:4]=[CH:3][CH:2]=1.[C:29]([O:32][C@H:33]1[C@@H:37]([O:38][C:39](=[O:41])[CH3:40])[CH:36](OC(=O)C)[O:35][C@@H:34]1[C:46]1[N:47]=[N:48][N:49]([CH2:51][CH3:52])[N:50]=1)(=[O:31])[CH3:30].C[Si](OS(C(F)(F)F)(=O)=O)(C)C>ClC(Cl)(Cl)C.C1(C)C=CC=CC=1.C(OCC)(=O)C>[C:39]([O:38][C@@H:37]1[C@H:33]([O:32][C:29](=[O:31])[CH3:30])[C@@H:34]([C:46]2[N:47]=[N:48][N:49]([CH2:51][CH3:52])[N:50]=2)[O:35][C@H:36]1[N:14]1[CH:13]=[N:12][C:11]2[C:15]1=[N:16][C:17]([C:19]([O:21][CH3:22])=[O:20])=[N:18][C:10]=2[NH:9][CH2:8][CH:7]([C:1]1[CH:2]=[CH:3][CH:4]=[CH:5][CH:6]=1)[C:23]1[CH:28]=[CH:27][CH:26]=[CH:25][CH:24]=1)(=[O:41])[CH3:40]. Procedure details: A suspension of methyl 6-[(2,2-diphenylethyl)amino]-9H-purine-2-carboxylate (Preparation 29) (0.4 g, 1.07 mmol) in 1,1,1-trichloroethane (25 ml) was treated with N,O-bis(trimethylsilylacetamide) (1.6 ml, 6.54 mmol) and the mixture was heated under reflux for one hour. The solvent was removed under reduced pressure and the residue was twice azeotroped with toluene. The residue was dissolved in toluene (5 ml) and treated sequentially with a solution of (2R,3R,4R)-4,5-bis(acetyloxy)-2-(2-ethyl-2H-t... RXN SMILES: [C:1]([N:8]1[CH2:13][CH2:12][CH2:11][C:10](=O)[CH2:9]1)([O:3][C:4]([CH3:7])([CH3:6])[CH3:5])=[O:2].O=C[C@@H]([C@H]([C@@H]([C@@H](CO)O)O)O)O.[NH2:27][C@H](C(O)=O)C.CC1N=CC(COP(O)(O)=O)=C(C=O)C=1O>>[C:1]([N:8]1[CH2:13][CH2:12][CH2:11][CH:10]([NH2:27])[CH2:9]1)([O:3][C:4]([CH3:7])([CH3:6])[CH3:5])=[O:2]. The product is C(=O)(OC(C)(C)C)N1CC(CCC1)N (N-Boc-3-aminopiperidine). The reactants are C(=O)(OC(C)(C)C)N1CC(CCC1)=O (N-Boc-3-piperidinone), O=C[C@H](O)[C@@H](O)[C@H](O)[C@H](O)CO (D-glucose), N[C@@H](C)C(=O)O (L-alanine), CC1=C(C(=C(C=N1)COP(=O)(O)O)C=O)O (pyridoxal phosphate), C(=O)(OC(C)(C)C)N1CC(CCC1)=O (N-Boc-3-piperidinone), O=C[C@H](O)[C@@H](O)[C@H](O)[C@H](O)CO (D-glucose), CC1=C(C(=C(C=N1)COP(=O)(O)O)C=O)O (pyridoxal phosphate). Reported procedure: After two hours in reaction, 1.25 g of N-Boc-3-piperidinone, 1.7 g of D-glucose, 1.0 g of L-alanine, and 3.3 mg of pyridoxal phosphate were added. Further, after five hours in reaction, 1.25 g of N-Boc-3-piperidinone, 1.7 g of D-glucose, and 3.3 mg of pyridoxal phosphate were added. During the reaction, the reaction liquid was sampled. From the sample, N-Boc-3-aminopiperidine was extracted by the addition of ethyl acetate after basifying the sample with 6 N aqueous solution of sodium hydroxide. ... The reactants are O=C(Cl)c1ccccc1, CC(=O)O, O=[Cr](=O)=O, O, CC1(C)Cc2cccc(O)c2O1, c1ccncc1. Yields the product CC1(C)Oc2c(O)cccc2C1=O. As a reaction SMILES: [C:13]([Cl:14])([c:15]1[cH:16][cH:17][cH:18][cH:19][cH:21]1)=[O:20].[CH3:33][C:34](=[O:35])[OH:36].[O:23]=[Cr:24](=[O:25])=[O:26].[OH2:22].[OH:1][c:2]1[cH:3][cH:4][cH:5][c:6]2[c:10]1[O:9][C:8]([CH3:11])([CH3:12])[CH2:7]2.[cH:27]1[cH:28][cH:29][n:30][cH:31][cH:32]1>>[OH:1][c:2]1[cH:3][cH:4][cH:5][c:6]2[c:10]1[O:9][C:8]([CH3:11])([CH3:12])[C:7]2=[O:20]. Starting materials: BrCCC1OCCO1 (2-(2-bromoethyl)-1,3-dioxolane), Cl.C(C1=CC=CC=C1)NC1CCCC1 (N-benzylcyclopentanamine hydrochloride), C(C)(C)N(CC)C(C)C (di-iso-propylethylamine), CC1=CCC=CC1 (1-methyl-1,4-cyclohexadiene). Solvent: C(C)#N (acetonitrile), C(Cl)Cl (DCM), C(C)#N (acetonitrile). Conditions: time 10 minute. The product is O1C(OCC1)CCNC1CCCC1 (N-(2-(1,3-dioxolan-2-yl)ethyl)cyclopentanamine). The yield is 28.8%. As a reaction SMILES: Cl.[CH2:2]([NH:9][CH:10]1[CH2:14][CH2:13][CH2:12][CH2:11]1)[C:3]1[CH:8]=CC=CC=1.C(N(C(C)C)CC)(C)C.BrCCC1[O:31][CH2:30][CH2:29][O:28]1.CC1CC=CCC=1>C(#N)C.C(Cl)Cl>[O:28]1[CH2:29][CH2:30][O:31][CH:8]1[CH2:3][CH2:2][NH:9][CH:10]1[CH2:11][CH2:12][CH2:13][CH2:14]1 |f:0.1|. Procedure: To a suspension of N-benzylcyclopentanamine hydrochloride (0.986 g, 4.66 mmol) in acetonitrile (10 mL) was added di-iso-propylethylamine (2.0 mL, 11.5 mmol) and the mixture stirred at room temperature for 10 minutes. A solution of 2-(2-bromoethyl)-1,3-dioxolane (1.01 g, 5.58 mmol) in acetonitrile (5 mL) was added and the mixture heated at 80° C. for 48 hours. The reaction mixture was diluted with DCM and was washed with water, dried (magnesium sulfate), filtered and the solvent evaporated at red... Starting materials: CCOC(C)O, COc1cc2ncc(C#N)c(Cl)c2cc1OC, N#Cc1cccc(N)c1, c1ccncc1. The product is COc1cc2ncc(C#N)c(Nc3cccc(C#N)c3)c2cc1OC. Reaction SMILES: [CH2:27]([O:28][CH:29]([OH:30])[CH3:31])[CH3:32].[Cl:1][c:2]1[c:3]([C:16]#[N:17])[cH:4][n:5][c:6]2[cH:7][c:8]([O:14][CH3:15])[c:9]([O:12][CH3:13])[cH:10][c:11]12.[NH2:18][c:19]1[cH:20][c:21]([C:22]#[N:23])[cH:24][cH:25][cH:26]1.[cH:33]1[cH:34][cH:35][n:36][cH:37][cH:38]1>>[c:2]1([NH:18][c:19]2[cH:20][c:21]([C:22]#[N:23])[cH:24][cH:25][cH:26]2)[c:3]([C:16]#[N:17])[cH:4][n:5][c:6]2[cH:7][c:8]([O:14][CH3:15])[c:9]([O:12][CH3:13])[cH:10][c:11]12.